Dataset: the Open Reaction Database (ORD), a public repository of structured organic reaction records. Task: describe an organic reaction: reactants, conditions, products, and yield Starting materials: CC1=C(C=C(C=C1)C)NC1=C(C=NC=2N1N=CC2C(=O)OCC)C(=O)O (7-(2,5-Dimethylphenylamino)-3-ethoxycarbonylpyrazolo[1,5-a]pyrimidine-6-carboxylic acid), Cl.FC1=CC=C(C=C1)C=1CCNCC1 (4-(4-fluorophenyl)-1,2,3,6-tetrahydropyridine hydrochloride). The product is CC1=C(C=C(C=C1)C)NC1=C(C=NC=2N1N=CC2C(=O)OCC)C(=O)N2CCC(=CC2)C2=CC=C(C=C2)F (7-(2,5-Dimethylphenylamino)-3-ethoxycarbonyl-6-[4-(4- fluorophenyl)-1,2,3,6-tetrahydropyridine-1-carbonyl]pyrazolo[1,5-a]pyrimidine). Yield: 74.7%. As a reaction SMILES: [CH3:1][C:2]1[CH:7]=[CH:6][C:5]([CH3:8])=[CH:4][C:3]=1[NH:9][C:10]1[N:15]2[N:16]=[CH:17][C:18]([C:19]([O:21][CH2:22][CH3:23])=[O:20])=[C:14]2[N:13]=[CH:12][C:11]=1[C:24]([OH:26])=O.Cl.[F:28][C:29]1[CH:34]=[CH:33][C:32]([C:35]2[CH2:36][CH2:37][NH:38][CH2:39][CH:40]=2)=[CH:31][CH:30]=1>>[CH3:1][C:2]1[CH:7]=[CH:6][C:5]([CH3:8])=[CH:4][C:3]=1[NH:9][C:10]1[N:15]2[N:16]=[CH:17][C:18]([C:19]([O:21][CH2:22][CH3:23])=[O:20])=[C:14]2[N:13]=[CH:12][C:11]=1[C:24]([N:38]1[CH2:37][CH:36]=[C:35]([C:32]2[CH:33]=[CH:34][C:29]([F:28])=[CH:30][CH:31]=2)[CH2:40][CH2:39]1)=[O:26] |f:1.2|. Procedure details: In the same manner as in Example 21, step 5 and using 7-(2,5-dimethylphenylamino)-3-ethoxycarbonylpyrazolo[1,5-a]pyrimidine-6-carboxylic acid (110 mg, 0.31 mmol) obtained in Example 88, step 2 and 4-(4-fluorophenyl)-1,2,3,6-tetrahydropyridine hydrochloride (79 mg, 0.37 mmol), the title compound (119 mg, 75%) was obtained.